This data is from the Open Reaction Database (ORD), a public repository of structured organic reaction records. The task is: describe an organic reaction: reactants, conditions, products, and yield The reactants are CCOc1nc(C(C)(C)C)ncc1C1=NC(C)(c2ccc(Cl)cc2)C(C)(c2ccc(Cl)cc2)N1C(=O)Cl, CS(=O)(=O)CCCC1CCNCC1, Cl, Cl. The product is CCOc1nc(C(C)(C)C)ncc1C1=NC(C)(c2ccc(Cl)cc2)C(C)(c2ccc(Cl)cc2)N1C(=O)N1CCC(CCCS(C)(=O)=O)CC1. As a reaction SMILES: [C:1]([CH3:2])([CH3:3])([CH3:4])[c:5]1[n:6][cH:7][c:8]([C:14]2=[N:18][C:17]([CH3:19])([c:20]3[cH:21][cH:22][c:23]([Cl:26])[cH:24][cH:25]3)[C:16]([CH3:27])([c:28]3[cH:29][cH:30][c:31]([Cl:34])[cH:32][cH:33]3)[N:15]2[C:35](=[O:36])[Cl:37])[c:9]([O:11][CH2:12][CH3:13])[n:10]1.[CH3:40][S:41](=[O:42])(=[O:43])[CH2:44][CH2:45][CH2:46][CH:47]1[CH2:48][CH2:49][NH:50][CH2:51][CH2:52]1.[ClH:38].[ClH:39]>>[C:1]([CH3:2])([CH3:3])([CH3:4])[c:5]1[n:6][cH:7][c:8]([C:14]2=[N:18][C:17]([CH3:19])([c:20]3[cH:21][cH:22][c:23]([Cl:26])[cH:24][cH:25]3)[C:16]([CH3:27])([c:28]3[cH:29][cH:30][c:31]([Cl:34])[cH:32][cH:33]3)[N:15]2[C:35](=[O:36])[N:50]2[CH2:49][CH2:48][CH:47]([CH2:46][CH2:45][CH2:44][S:41]([CH3:40])(=[O:42])=[O:43])[CH2:52][CH2:51]2)[c:9]([O:11][CH2:12][CH3:13])[n:10]1.